Dataset: the Open Reaction Database (ORD), a public repository of structured organic reaction records. Task: describe an organic reaction: reactants, conditions, products, and yield Starting materials: [Br-], CCCCCCC[P+](c1ccccc1)(c1ccccc1)c1ccccc1, CC(C)(C)c1c(OCc2ccccc2)ccc2oc(C=O)cc12, [Li]CCCC, CCCCC, C1CCOC1, O. Product: CCCCCCC=Cc1cc2c(C(C)(C)C)c(OCc3ccccc3)ccc2o1. RXN SMILES: [Br-:11].[CH2:12]([CH2:13][CH2:14][CH2:15][CH2:16][CH2:17][CH3:18])[P+:19]([c:20]1[cH:21][cH:22][cH:23][cH:24][cH:25]1)([c:26]1[cH:27][cH:28][cH:29][cH:30][cH:31]1)[c:32]1[cH:33][cH:34][cH:35][cH:36][cH:37]1.[CH2:38]([c:39]1[cH:40][cH:41][cH:42][cH:43][cH:44]1)[O:45][c:46]1[cH:47][cH:48][c:49]2[c:50]([cH:51][c:52]([CH:54]=[O:55])[o:53]2)[c:56]1[C:57]([CH3:58])([CH3:59])[CH3:60].[CH2:6]([Li:7])[CH2:8][CH2:9][CH3:10].[CH3:1][CH2:2][CH2:3][CH2:4][CH3:5].[O:61]1[CH2:62][CH2:63][CH2:64][CH2:65]1.[OH2:66]>>[CH:12]([CH2:13][CH2:14][CH2:15][CH2:16][CH2:17][CH3:18])=[CH:54][c:52]1[cH:51][c:50]2[c:49]([cH:48][cH:47][c:46]([O:45][CH2:38][c:39]3[cH:40][cH:41][cH:42][cH:43][cH:44]3)[c:56]2[C:57]([CH3:58])([CH3:59])[CH3:60])[o:53]1. The reactants are CC(C)N(CCCCO)C(=O)OC(C)(C)C, ClCCl, CC(C)(C)[O-], Fc1ccccc1CBr, [K+], C1CCOC1. Product: CC(C)N(CCCCOCc1ccccc1F)C(=O)OC(C)(C)C. Reaction SMILES: [C:1]([CH3:2])([CH3:3])([CH3:4])[O:5][C:6](=[O:7])[N:8]([CH:9]([CH3:10])[CH3:11])[CH2:12][CH2:13][CH2:14][CH2:15][OH:16].[CH2:37]([Cl:38])[Cl:39].[CH3:17][C:18]([CH3:19])([O-:20])[CH3:21].[F:23][c:24]1[c:25]([CH2:26][Br:27])[cH:28][cH:29][cH:30][cH:31]1.[K+:22].[O:32]1[CH2:33][CH2:34][CH2:35][CH2:36]1>>[C:1]([CH3:2])([CH3:3])([CH3:4])[O:5][C:6](=[O:7])[N:8]([CH:9]([CH3:10])[CH3:11])[CH2:12][CH2:13][CH2:14][CH2:15][O:16][CH2:26][c:25]1[c:24]([F:23])[cH:31][cH:30][cH:29][cH:28]1. Reactants: [BH4-].[Na+] (NaBH4), isomer mixture 3/3a, O1CCCC1 (tetrahydrofuran), CO (methanol), Cl (HCl), C1(=CC=C(C=C1)S(=O)(=O)O)C (p-toluenesulfonic acid). Run in solvent. Conditions: time 2 hour. Product: CCCCCC.C(C)(C)OC(C)C (hexane diisopropyl ether). Yield: 86.0%. Reaction SMILES: [BH4-].[Na+].[O:3]1[CH2:7][CH2:6]CC1.Cl.[C:9]1([CH3:19])[CH:14]=[CH:13][C:12](S(O)(=O)=O)=[CH:11][CH:10]=1.[CH3:20]O>>[CH3:13][CH2:14][CH2:9][CH2:10][CH2:11][CH3:12].[CH:7]([O:3][CH:9]([CH3:14])[CH3:19])([CH3:6])[CH3:20] |f:0.1,6.7|. Procedure details: 19.3 g (511 mmol) of NaBH4 were added to a solution of 78.5 g (341mmol) of the isomer mixture 3/3a in 700 ml of a solvent mixture of tetrahydrofuran/analytical grade methanol (2:1) at room temperature. After the mixture had been stirred at room temperature for 2 hours, 120-130 ml of half-concentrated HCl were added, and the mixture was extracted with ether. The combined organic phases were dried with Na2SO4. The residue which remained after the solvent had been stripped off was taken up in 500 m... The reactants are CC(C)(C)c1ccc(N)cc1, COCCO, O=C1c2cc([N+](=O)[O-])ccc2C(=O)c2c1cccc2[N+](=O)[O-], O=C1c2ccccc2C(=O)c2c1ccc([N+](=O)[O-])c2[N+](=O)[O-]. Product: CC(C)(C)c1ccc(Nc2cccc3c2C(=O)c2ccc([N+](=O)[O-])cc2C3=O)cc1. RXN SMILES: [C:23]([CH3:24])([CH3:25])([CH3:26])[c:27]1[cH:28][cH:29][c:30]([NH2:31])[cH:32][cH:33]1.[CH3:56][O:57][CH2:58][CH2:59][OH:60].[N+:1]([O-:2])(=[O:3])[c:4]1[cH:5][cH:6][cH:7][c:8]2[c:17]1[C:16](=[O:18])[c:15]1[c:10]([cH:11][c:12]([N+:19](=[O:20])[O-:21])[cH:13][cH:14]1)[C:9]2=[O:22].[N+:34]([c:35]1[cH:36][cH:37][c:38]2[c:49]([c:50]1[N+:51]([O-:52])=[O:53])[C:47](=[O:48])[c:42]1[c:41]([cH:46][cH:45][cH:44][cH:43]1)[C:39]2=[O:40])([O-:54])=[O:55]>>[NH:1]([c:4]1[cH:5][cH:6][cH:7][c:8]2[c:17]1[C:16](=[O:18])[c:15]1[c:10]([cH:11][c:12]([N+:19](=[O:20])[O-:21])[cH:13][cH:14]1)[C:9]2=[O:22])[c:30]1[cH:29][cH:28][c:27]([C:23]([CH3:24])([CH3:25])[CH3:26])[cH:33][cH:32]1. Reactants: COCCOCC(=O)N1CCc2cc(C(=O)NOC3CCCCO3)ccc2C1, CO, Cl. Yields the product COCCOCC(=O)N1CCc2cc(C(=O)NO)ccc2C1. As a reaction SMILES: [CH3:1][O:2][CH2:3][CH2:4][O:5][CH2:6][C:7](=[O:8])[N:9]1[CH2:10][c:11]2[cH:12][cH:13][c:14]([C:19](=[O:20])[NH:21][O:22][CH:23]3[CH2:24][CH2:25][CH2:26][CH2:27][O:28]3)[cH:15][c:16]2[CH2:17][CH2:18]1.[CH3:30][OH:31].[ClH:29]>>[CH3:1][O:2][CH2:3][CH2:4][O:5][CH2:6][C:7](=[O:8])[N:9]1[CH2:10][c:11]2[cH:12][cH:13][c:14]([C:19](=[O:20])[NH:21][OH:22])[cH:15][c:16]2[CH2:17][CH2:18]1.